From a dataset of the Open Reaction Database (ORD), a public repository of structured organic reaction records. describe an organic reaction: reactants, conditions, products, and yield The reactants are CC(C)(C)OC(=O)N1CCC(c2nsc(Nc3ncc(Oc4ccc(Br)cc4)cc3Sc3ccccc3Cl)n2)CC1, C1CCOC1, CN(C)C=O, [Cl-], [Li]C, [Li]CCCC, [NH4+]. Yields the product CC(C)(C)OC(=O)N1CCC(c2nsc(Nc3ncc(Oc4ccc(C=O)cc4)cc3Sc3ccccc3Cl)n2)CC1. As a reaction SMILES: [Br:1][c:2]1[cH:3][cH:4][c:5]([O:6][c:7]2[cH:8][c:9]([S:32][c:33]3[c:34]([Cl:39])[cH:35][cH:36][cH:37][cH:38]3)[c:10]([NH:13][c:14]3[n:15][c:16]([CH:19]4[CH2:20][CH2:21][N:22]([C:25](=[O:26])[O:27][C:28]([CH3:29])([CH3:30])[CH3:31])[CH2:23][CH2:24]4)[n:17][s:18]3)[n:11][cH:12]2)[cH:40][cH:41]1.[CH2:56]1[O:57][CH2:58][CH2:59][CH2:60]1.[CH3:49][N:50]([CH:51]=[O:52])[CH3:53].[Cl-:54].[Li:42][CH3:43].[Li:44][CH2:45][CH2:46][CH2:47][CH3:48].[NH4+:55]>>[c:2]1([CH:51]=[O:52])[cH:3][cH:4][c:5]([O:6][c:7]2[cH:8][c:9]([S:32][c:33]3[c:34]([Cl:39])[cH:35][cH:36][cH:37][cH:38]3)[c:10]([NH:13][c:14]3[n:15][c:16]([CH:19]4[CH2:20][CH2:21][N:22]([C:25](=[O:26])[O:27][C:28]([CH3:29])([CH3:30])[CH3:31])[CH2:23][CH2:24]4)[n:17][s:18]3)[n:11][cH:12]2)[cH:40][cH:41]1.